From a dataset of the Open Reaction Database (ORD), a public repository of structured organic reaction records. describe an organic reaction: reactants, conditions, products, and yield The reactants are CS(=O)(=O)CC1=CC=C(C(=O)OC)C=C1 (methyl 4-(methanesulphonylmethyl)benzoate), Cl (HCl). The solvent is [OH-].[Na+] (NaOH). Conditions: temperature 0 celsius. Product: CS(=O)(=O)CC1=CC=C(C(=O)O)C=C1 (4-Methanesulfonylmethylbenzoic Acid). Isolated yield 100.8%. As a reaction SMILES: [CH3:1][S:2]([CH2:5][C:6]1[CH:15]=[CH:14][C:9]([C:10]([O:12]C)=[O:11])=[CH:8][CH:7]=1)(=[O:4])=[O:3].Cl>[OH-].[Na+]>[CH3:1][S:2]([CH2:5][C:6]1[CH:15]=[CH:14][C:9]([C:10]([OH:12])=[O:11])=[CH:8][CH:7]=1)(=[O:3])=[O:4] |f:2.3|. Procedure: A solution of commercially available methyl 4-(methanesulphonylmethyl)benzoate (1.00 g, 4.4 mmol) in 2M NaOH (25 mL) was heated at reflux for 30 minutes under N2. The reaction mixture was cooled to 0° C. and acidified with 2M HCl (15 mL) to a pH below 2. The white precipitate was filtered and dried to provide the title compound as a white solid (0.95 g, 97% yield): 1HNMR (DMSO-d6) δ2.97 (s, 3H), 4.61 (s, 2H), 7.49 (d, J=0.5 Hz, 2H), 7.94-7.98 (d, J=0.5 Hz, 2H), 13.00 (s, 1H): MS (ESI) [M−H]− at ... Starting materials: Cl.ClC1=CC=C(C=C1)NN (4-chlorophenylhydrazine hydrochloride), CN(C)C=NC(=O)C1=NC=CN=C1 (N-(dimethylaminomethylene)pyrazinecarboxamide), [OH-].[Na+] (sodium hydroxide), C(C)(=O)O (acetic acid). Solvent: O1CCOCC1 (p-dioxane). Product: ClC1=CC=C(C=C1)N1N=CN=C1C1=NC=CN=C1 (2-[1-(p-Chlorophenyl)-1H-1,2,4-triazol-5yl]pyrazine). RXN SMILES: Cl.[Cl:2][C:3]1[CH:8]=[CH:7][C:6]([NH:9][NH2:10])=[CH:5][CH:4]=1.[OH-].[Na+].C(O)(=O)C.CN([CH:20]=[N:21][C:22]([C:24]1[CH:29]=[N:28][CH:27]=[CH:26][N:25]=1)=O)C>O1CCOCC1>[Cl:2][C:3]1[CH:8]=[CH:7][C:6]([N:9]2[C:22]([C:24]3[CH:29]=[N:28][CH:27]=[CH:26][N:25]=3)=[N:21][CH:20]=[N:10]2)=[CH:5][CH:4]=1 |f:0.1,2.3|. Procedure: To a solution of 12.1 g. of 4-chlorophenylhydrazine hydrochloride in a mixture of 13.5 ml. of 5 N sodium hydroxide, 100 ml. of 30% aqueous acetic acid and 50 ml. of p-dioxane is added 10.0 g. of N-(dimethylaminomethylene)pyrazinecarboxamide. The procedure of Example 2 is then followed giving 3.8 g. of the desired product as tan crystals, mp. 129°-131° C. Reactants: FC(S(=O)(=O)OS(=O)(=O)C(F)(F)F)(F)F (Trifluoromethanesulfonic anhydride), FC(CO)(CO)C (2-fluoro-2-methylpropane-1,3-diol), N1=C(C=CC=C1C)C (2,6-lutidine), N1C=C(C2=CC=CC=C12)C[C@@H](C)N ((R)-1-(1H-indol-3-yl)propan-2-amine), CCN(C(C)C)C(C)C (DIPEA). The solvent is C(Cl)Cl (DCM), C(Cl)Cl (DCM). Yields the product N1C=C(C2=CC=CC=C12)C[C@@H](C)NCC(CO)(C)F (3-(((R)-1-(1H-indol-3-yl)propan-2-yl)amino)-2-fluoro-2-methylpropan-1-ol). Isolated yield 47.7%. As a reaction SMILES: FC(F)(F)S(OS(C(F)(F)F)(=O)=O)(=O)=O.[F:16][C:17]([CH3:22])([CH2:20][OH:21])[CH2:18]O.N1C(C)=CC=CC=1C.[NH:31]1[C:39]2[C:34](=[CH:35][CH:36]=[CH:37][CH:38]=2)[C:33]([CH2:40][C@H:41]([NH2:43])[CH3:42])=[CH:32]1.CCN(C(C)C)C(C)C>C(Cl)Cl>[NH:31]1[C:39]2[C:34](=[CH:35][CH:36]=[CH:37][CH:38]=2)[C:33]([CH2:40][C@H:41]([NH:43][CH2:18][C:17]([F:16])([CH3:22])[CH2:20][OH:21])[CH3:42])=[CH:32]1. Procedure details: Trifluoromethanesulfonic anhydride (1.151 ml, 6.80 mmol) was added to a solution of 2-fluoro-2-methylpropane-1,3-diol (0.70 g, 6.47 mmol) in DCM (17.85 ml) at 0° C., followed by 2,6-lutidine (0.908 ml, 7.77 mmol). The reaction was allowed to warm to room temperature over 30 min, then was washed with 2M HCl. The organic phase was passed through a phase separator cartridge and concentrated in vacuo. The residue was dissolved in dioxane (12 mL), then (R)-1-(1H-indol-3-yl)propan-2-amine (1.128 g, 6....